This data is from the Open Reaction Database (ORD), a public repository of structured organic reaction records. The task is: describe an organic reaction: reactants, conditions, products, and yield The reactants are C(C)(=O)N1C(CC(C2=CC(=CC=C12)O)(C)C1=CC=CC=C1)(C)C (1-acetyl-6-hydroxy-4-phenyl-1,2,3,4-tetrahydro-2,2,4-trimethylquinoline), C([O-])([O-])=O.[Cs+].[Cs+] (cesium carbonate), ClCC1CC1 (chloromethylcyclopropane). Reagents/catalysts: [Br-].C(CCC)[N+](CCCC)(CCCC)CCCC (tetrabutylammonium bromide). The solvent is C(C)#N (acetonitrile). Run at temperature 50 celsius, time 18 hour. Yields the product C(C)(=O)N1C(CC(C2=CC(=CC=C12)OCC1CC1)(C)C1=CC=CC=C1)(C)C (1-Acetyl-6-(cyclopropylmethyl)oxy-4-phenyl-1,2,3,4-tetrahydro-2,2,4-trimethylquinoline). Reaction SMILES: [C:1]([N:4]1[C:13]2[C:8](=[CH:9][C:10]([OH:14])=[CH:11][CH:12]=2)[C:7]([C:16]2[CH:21]=[CH:20][CH:19]=[CH:18][CH:17]=2)([CH3:15])[CH2:6][C:5]1([CH3:23])[CH3:22])(=[O:3])[CH3:2].C(=O)([O-])[O-].[Cs+].[Cs+].Cl[CH2:31][CH:32]1[CH2:34][CH2:33]1>[Br-].C([N+](CCCC)(CCCC)CCCC)CCC.C(#N)C>[C:1]([N:4]1[C:13]2[C:8](=[CH:9][C:10]([O:14][CH2:31][CH:32]3[CH2:34][CH2:33]3)=[CH:11][CH:12]=2)[C:7]([C:16]2[CH:21]=[CH:20][CH:19]=[CH:18][CH:17]=2)([CH3:15])[CH2:6][C:5]1([CH3:23])[CH3:22])(=[O:3])[CH3:2] |f:1.2.3,5.6|. Procedure: A mixture of 1-acetyl-6-hydroxy-4-phenyl-1,2,3,4-tetrahydro-2,2,4-trimethylquinoline (20 mg), cesium carbonate (63 mg), tetrabutylammonium bromide (29 mg) and chloromethylcyclopropane (8.4 μl) in acetonitrile (1 ml) was stirred at 50° C. for 18 h. The reaction mixture was concentrated in vacuo and the residue was chromatographed on silicagel in heptane/ethyl acetate=1/06/4 (v/v) as eluent. The reactants are CC(=O)C.OS(=O)(=O)O.O=[Cr](=O)=O (Jones reagent), O[C@@H]1CC[C@H]2[C@]1(C[C@@H]1CC[C@@H]3CC(CC[C@@H]3[C@H]1C2)=O)C ((4aR,6aS,7aR,8R,10aR,11aS,11bS)-Hexadecahydro-8-hydroxy-7a-methyl-3H-cyclopenta[b]phenanthren-3-one), CC(C)O (2-propanol). Run in CC(=O)C (acetone). Conditions: time 10 minute. The product is C[C@@]12C[C@@H]3CC[C@@H]4CC(CC[C@@H]4[C@H]3C[C@H]1CCC2=O)=O ((4aR,6aS,7aR,10aR,11aS,11bS)-Dodecahydro-7a-methyl-1H-cyclopenta[b]phenanthrene-3,8(2H,4H)-dione). Isolated yield 95.4%. As a reaction SMILES: CC(C)=O.OS(O)(=O)=O.O=[Cr](=O)=O.[OH:14][C@H:15]1[C@:19]2([CH3:33])[CH2:20][C@H:21]3[C@H:30]([CH2:31][C@H:18]2[CH2:17][CH2:16]1)[C@@H:29]1[C@@H:24]([CH2:25][C:26](=[O:32])[CH2:27][CH2:28]1)[CH2:23][CH2:22]3.CC(O)C>CC(C)=O>[CH3:33][C@:19]12[C:15](=[O:14])[CH2:16][CH2:17][C@@H:18]1[CH2:31][C@H:30]1[C@@H:21]([CH2:22][CH2:23][C@H:24]3[C@@H:29]1[CH2:28][CH2:27][C:26](=[O:32])[CH2:25]3)[CH2:20]2 |f:0.1.2|. Procedure details: Jones reagent was added to a solution of compound 53 (115 mg, 0.42 mmol) in acetone (20 mL) at 0° C. until a brown-yellowish color persisted. After 10 min, 2-propanol (1.0 mL) was added to consume excess oxidant and then brine (50 mL) was added. The product was extracted into EtOAc (50 mL×3), and the combined extracts were dried, filtered, and concentrated. The residue was purified by flash column chromatography (silica gel eluted with 25% EtOAc in hexanes) to give compound 54 (110 mg 4aR:4aS ra...